This data is from the Open Reaction Database (ORD), a public repository of structured organic reaction records. The task is: describe an organic reaction: reactants, conditions, products, and yield The reactants are O (water), C(C=C)N(CCCCCCO)C (6-(allyl-methyl-amino)-hexan-1-ol), [H-].[Na+] (NaH), ClC1=CC=C(C=N1)C(C)=O (1-(6-chloro-pyridin-3-yl)-ethanone). Run in C1CCOC1 (THF), C1CCOC1 (THF). Yields the product C(C=C)N(CCCCCCOC1=CC=C(C=N1)C(C)=O)C (1-[6-[6-(allyl-methyl-amino)-hexyloxy]-pyridin-3-yl]-ethanone). Isolated yield 23.2%. Reaction SMILES: [CH2:1]([N:4]([CH3:12])[CH2:5][CH2:6][CH2:7][CH2:8][CH2:9][CH2:10][OH:11])[CH:2]=[CH2:3].[H-].[Na+].Cl[C:16]1[N:21]=[CH:20][C:19]([C:22](=[O:24])[CH3:23])=[CH:18][CH:17]=1.O>C1COCC1>[CH2:1]([N:4]([CH3:12])[CH2:5][CH2:6][CH2:7][CH2:8][CH2:9][CH2:10][O:11][C:16]1[N:21]=[CH:20][C:19]([C:22](=[O:24])[CH3:23])=[CH:18][CH:17]=1)[CH:2]=[CH2:3] |f:1.2|. Procedure details: 490 mg of 6-(allyl-methyl-amino)-hexan-1-ol (Ex. 42.B) in 5 ml of THF are treated over a period of 1.5 h. with 240 mg of NaH (55-60% dispersion in mineral oil) and with 410 mg of 1-(6-chloro-pyridin-3-yl)-ethanone (Ex. 42.D.a) in 4 ml of THF. The solution is stirred at RT, treated with water and filtered and the residue is washed with methylene chloride. The phases are separated and the inorganic phase is extracted with methylene chloride and then with ethyl acetate. The organic phases are conce... Procedure details: A mixture of 7-chloro-2H-3,1-benzoxazine-2,4(1H)dione (18.4 g) and 4-bromo-2-fluorobenzylamine (26 g) in tetrahydrofuran (200 ml) was refluxed for 15 minutes. After cooling, tetrahydrofuran was evaporated to give a residue. Recrystallization from isopropyl ether gave 2-amino-N-(4-bromo-2-fluorobenzyl)-4-chlorobenzamide (26.6 g). Reaction SMILES: [Cl:1][C:2]1[CH:13]=[CH:12][C:5]2[C:6](=[O:11])OC(=O)[NH:9][C:4]=2[CH:3]=1.[Br:14][C:15]1[CH:22]=[CH:21][C:18]([CH2:19][NH2:20])=[C:17]([F:23])[CH:16]=1>O1CCCC1>[NH2:9][C:4]1[CH:3]=[C:2]([Cl:1])[CH:13]=[CH:12][C:5]=1[C:6]([NH:20][CH2:19][C:18]1[CH:21]=[CH:22][C:15]([Br:14])=[CH:16][C:17]=1[F:23])=[O:11]. Yields the product NC1=C(C(=O)NCC2=C(C=C(C=C2)Br)F)C=CC(=C1)Cl (2-amino-N-(4-bromo-2-fluorobenzyl)-4-chlorobenzamide). Run in O1CCCC1 (tetrahydrofuran). The reactants are ClC1=CC2=C(C(OC(N2)=O)=O)C=C1 (7-chloro-2H-3,1-benzoxazine-2,4(1H)dione), BrC1=CC(=C(CN)C=C1)F (4-bromo-2-fluorobenzylamine). Isolated yield 79.9%. Starting materials: [H-].[Na+] (sodium hydride), C1=CC=2C=CC=C3OC=4C=CC=CC4N1C23 (pyrrolo[3,2,1-kl]phenoxazine), CN(C=O)C (DMF), Cl (HCl), ClC(=O)OC (methyl chloroformate). Reaction conditions: time 0.5 hour. The product is COC(=O)C1C(N2C3=C1C=CC=C3OC=3C=CC=CC23)=O (Methylpyrrolo[3,2,1-kl]phenoxazine-1-one-2-carboxylate). RXN SMILES: [H-].[Na+].[CH:3]1[N:17]2[C:18]3[C:9]([O:10][C:11]4[CH:12]=[CH:13][CH:14]=[CH:15][C:16]=42)=[CH:8][CH:7]=[CH:6][C:5]=3[CH:4]=1.Cl[C:20]([O:22][CH3:23])=[O:21].Cl.CN(C)C=[O:28]>>[CH3:23][O:22][C:20]([CH:4]1[C:5]2[CH:6]=[CH:7][CH:8]=[C:9]3[O:10][C:11]4[CH:12]=[CH:13][CH:14]=[CH:15][C:16]=4[N:17]([C:18]=23)[C:3]1=[O:28])=[O:21] |f:0.1|. Reported procedure: To a slurry of sodium hydride (0.39 g) in 20 ml of DMF (dimethylformamide) was added pyrrolo[3,2,1-kl]phenoxazine (1.4 g), prepared as described according to Preparation 2, and the resulting dark red solution was stirred at room temperature for 0.5 hours. To this solution, was added methyl chloroformate (0.95 g), dropwise, over a period of 10 minutes. The reaction mixture was stirred for 2 hours at room temperature, and it was then poured onto ice water (200 ml). The resulting mixture was then a... Reactants: CN1C(C(=CC(=C1)CC)CC)CCC (1-methyl-2-propyl-3,5-diethyl 1,2-dihydropyridine), C(C)(=O)O (acetic acid). Solvent: O (water). Product: C(C)(=O)[O-].C[N+]1=C(C(=CC(=C1)CC)CC)CCC (1-methyl-2-propyl-3,5 diethylpyridinium acetate). The yield is 96.0%. Reaction SMILES: [CH3:1][N:2]1[CH:7]=[C:6]([CH2:8][CH3:9])[CH:5]=[C:4]([CH2:10][CH3:11])[CH:3]1[CH2:12][CH2:13][CH3:14].[C:15]([OH:18])(=[O:17])[CH3:16]>O>[C:15]([O-:18])(=[O:17])[CH3:16].[CH3:1][N+:2]1[CH:7]=[C:6]([CH2:8][CH3:9])[CH:5]=[C:4]([CH2:10][CH3:11])[C:3]=1[CH2:12][CH2:13][CH3:14] |f:3.4|. Procedure details: A sample of 38.6 g of 1-methyl-2-propyl-3,5-diethyl 1,2-dihydropyridine was added to a mixture of 12 grams of acetic acid and 26 grams of water. The mixture was stirred and air was introduced for 18 hours. The resulting aqueous phase was evaporated under diminished pressure to yield 48.2 grams of 1-methyl-2-propyl-3,5 diethylpyridinium acetate, identical to the product described in example 1. The reactants are O=C([O-])[O-], CC(C)=O, OCC1CO1, [K+], [K+], OCCCCc1ccc(O)cc1. The product is OCCCCc1ccc(OCC(O)CO)cc1. As a reaction SMILES: [C:13](=[O:14])([O-:15])[O-:16].[CH3:24][C:25](=[O:26])[CH3:27].[CH:19]1([CH2:20][OH:21])[CH2:22][O:23]1.[K+:17].[K+:18].[OH:1][CH2:2][CH2:3][CH2:4][CH2:5][c:6]1[cH:7][cH:8][c:9]([OH:12])[cH:10][cH:11]1>>[OH:1][CH2:2][CH2:3][CH2:4][CH2:5][c:6]1[cH:7][cH:8][c:9]([O:12][CH2:22][CH:19]([CH2:20][OH:21])[OH:23])[cH:10][cH:11]1. Reactants: [BH4-], CC1=C(C)C(C)C(c2ccccc2C=Nc2c(C(C)C)cccc2C(C)C)=C1C, Cc1ccccc1, CC(=O)O, [Na+], O. Product: CC1=C(C)C(C)C(c2ccccc2CNc2c(C(C)C)cccc2C(C)C)=C1C. RXN SMILES: [BH4-:30].[CH3:1][C:2]1=[C:3]([c:10]2[c:11]([CH:16]=[N:17][c:18]3[c:19]([CH:27]([CH3:28])[CH3:29])[cH:20][cH:21][cH:22][c:23]3[CH:24]([CH3:25])[CH3:26])[cH:12][cH:13][cH:14][cH:15]2)[CH:4]([CH3:9])[C:5]([CH3:8])=[C:6]1[CH3:7].[CH3:33][c:34]1[cH:35][cH:36][cH:37][cH:38][cH:39]1.[CH3:40][C:41](=[O:42])[OH:43].[Na+:31].[OH2:32]>>[CH3:1][C:2]1=[C:3]([c:10]2[c:11]([CH2:16][NH:17][c:18]3[c:19]([CH:27]([CH3:28])[CH3:29])[cH:20][cH:21][cH:22][c:23]3[CH:24]([CH3:25])[CH3:26])[cH:12][cH:13][cH:14][cH:15]2)[CH:4]([CH3:9])[C:5]([CH3:8])=[C:6]1[CH3:7]. The reactants are IC=1C=NNC1 (4-Iodo-1H-pyrazole), C(=C)OCC (Ethyl vinyl ether), Cl (HCl). Run in C1=CC=CC=C1 (benzene). The product is C(C)OC(C)N1N=CC(=C1)I (1-(1-Ethoxyethyl)-4-iodo-1H-pyrazole). The yield is 73.0%. RXN SMILES: [I:1][C:2]1[CH:3]=[N:4][NH:5][CH:6]=1.[CH:7]([O:9][CH2:10][CH3:11])=[CH2:8].Cl>C1C=CC=CC=1>[CH2:7]([O:9][CH:10]([N:4]1[CH:3]=[C:2]([I:1])[CH:6]=[N:5]1)[CH3:11])[CH3:8]. Procedure details: 4-Iodo-1H-pyrazole (3.0 g) was suspended in benzene (150 mL) and the suspension was heated while stirring. Ethyl vinyl ether (4.4 mL) was added thereto, concentrated HCl was added dropwise thereto, and the resulting mixture was stirred at 60° C. for 3 hours. After completion of the reaction, the resulting mixture was concentrated by evaporation under a reduced pressure, and the residue was neutralized using aqueous saturated sodium hydrogen carbonate (10 mL). The resulting mixture was extracted ... Reactants: ClCCCBr, O=C([O-])[O-], CNCCc1ccc(OC)c(OC)c1, CN(C)C=O, [K+], [K+]. Yields the product COc1ccc(CCN(C)CCCCl)cc1OC. Reaction SMILES: [Br:1][CH2:2][CH2:3][CH2:4][Cl:5].[C:6](=[O:7])([O-:8])[O-:9].[CH3:12][O:13][c:14]1[cH:15][c:16]([CH2:22][CH2:23][NH:24][CH3:25])[cH:17][cH:18][c:19]1[O:20][CH3:21].[CH3:26][N:27]([CH3:28])[CH:29]=[O:30].[K+:10].[K+:11]>>[CH2:2]([CH2:3][CH2:4][Cl:5])[N:24]([CH2:23][CH2:22][c:16]1[cH:15][c:14]([O:13][CH3:12])[c:19]([O:20][CH3:21])[cH:18][cH:17]1)[CH3:25].